This data is from the Open Reaction Database (ORD), a public repository of structured organic reaction records. The task is: describe an organic reaction: reactants, conditions, products, and yield Reactants: BrC=1C(=C2C(=NC1)NC(=N2)C2=CC=C(C=C2)N(C)C)N2CCN(CC2)C(=O)NC2=CC=CC=C2 (4-(6-bromo-2-(4-(dimethylamino)phenyl)-3H-imidazo[4,5-b]pyridin-7-yl)-N-phenylpiperazine-1-carboxamide), C(=O)C1=CC=C(CNC(OC(C)(C)C)=O)C=C1 (tert-butyl N-(4-formylbenzyl)carbamate), C(C1=CC=CC=C1)C1CCN(CC1)C1=C(C(=NC=C1Br)N)[N+](=O)[O-] (4-(4-benzylpiperidin-1-yl)-5-bromo-3-nitropyridin-2-amine), [O-]S(=O)S(=O)[O-].[Na+].[Na+] (Na2S2O4). The solvent is C(C)O (ethanol), CN(C)C=O (DMF). Reaction conditions: time 6 hour. Yields the product C(C1=CC=CC=C1)C1CCN(CC1)C1=C2C(=NC=C1Br)NC(=N2)C2=CC=C(CNC(OC(C)(C)C)=O)C=C2 (tert-Butyl 4-(7-(4-benzylpiperidin-1-yl)-6-bromo-3H-imidazo[4,5-b]pyridin-2-yl)benzylcarbamate). Isolated yield 22.2%. Reaction SMILES: BrC1C(N2CCN(C(NC3C=CC=CC=3)=O)CC2)=C2N=C(C3C=CC(N(C)C)=CC=3)NC2=NC=1.[CH2:35]([CH:42]1[CH2:47][CH2:46][N:45]([C:48]2[C:53]([Br:54])=[CH:52][N:51]=[C:50]([NH2:55])[C:49]=2[N+:56]([O-])=O)[CH2:44][CH2:43]1)[C:36]1[CH:41]=[CH:40][CH:39]=[CH:38][CH:37]=1.[O-]S(S([O-])=O)=O.[Na+].[Na+].[CH:67]([C:69]1[CH:83]=[CH:82][C:72]([CH2:73][NH:74][C:75](=[O:81])[O:76][C:77]([CH3:80])([CH3:79])[CH3:78])=[CH:71][CH:70]=1)=O>C(O)C.CN(C=O)C>[CH2:35]([CH:42]1[CH2:47][CH2:46][N:45]([C:48]2[C:53]([Br:54])=[CH:52][N:51]=[C:50]3[NH:55][C:67]([C:69]4[CH:83]=[CH:82][C:72]([CH2:73][NH:74][C:75](=[O:81])[O:76][C:77]([CH3:80])([CH3:78])[CH3:79])=[CH:71][CH:70]=4)=[N:56][C:49]=23)[CH2:44][CH2:43]1)[C:36]1[CH:41]=[CH:40][CH:39]=[CH:38][CH:37]=1 |f:2.3.4|. Reported procedure: This was prepared using the same procedure as for 4-(6-bromo-2-(4-(dimethylamino)phenyl)-3H-imidazo[4,5-b]pyridin-7-yl)-N-phenylpiperazine-1-carboxamide, but here using 4-(4-benzylpiperidin-1-yl)-5-bromo-3-nitropyridin-2-amine (100 mg, 0.25 mmol), DMF (0.20 mL), ethanol (1.25 mL), 1M Na2S2O4 (3 eq, 0.75 mmol, 0.75 mL) and tert-butyl N-(4-formylbenzyl)carbamate (1.1 eq, 0.28 mmol, 66 mg). After 6 h, concentration in vacuo and purification by preparative tlc (CH2Cl2-MeOH, 95:5) gave the product (3... Starting materials: C(C)(C)(C)OC(=O)N1CCC(CC1)C(C1=CC=C(C=C1)F)C(=O)O (1-t-Butoxycarbonyl-4-[carboxy-(4-fluorophenyl)methyl]piperidine), Cl.Cl.COC1=C(C2=CC=CC=C2C=C1)CCCCN1CCNCC1 (1-[4-(2-methoxynaphthalen-1-yl)butyl]piperazine dihydrochloride), Cl.CNC(CCN=C=NCC)NC (1-(3,3-dimethylaminopropyl)-3-ethylcarbodiimide hydrochloride), O.ON1N=NC2=C1C=CC=C2 (1-hydroxybenzotriazole monohydrate). Solvent: CN(C=O)C (dimethylformamide), C(C)N(CC)CC (triethylamine), C(C)(=O)OCC (ethyl acetate). Run at time 8 hour. Yields the product C(C)(C)(C)OC(=O)N1CCC(CC1)C(C(=O)N1CCN(CC1)CCCCC1=C(C=CC2=CC=CC=C12)OC)C1=CC=C(C=C1)F (1-t-butoxycarbonyl-4-(1-(4-fluorophenyl)-2-{4-[4-(2-methoxynaphthalen-1-yl)butyl]piperazin-1-yl}-2-oxoethyl)piperidine). Isolated yield 72.1%. As a reaction SMILES: [C:1]([O:5][C:6]([N:8]1[CH2:13][CH2:12][CH:11]([CH:14]([C:22](O)=[O:23])[C:15]2[CH:20]=[CH:19][C:18]([F:21])=[CH:17][CH:16]=2)[CH2:10][CH2:9]1)=[O:7])([CH3:4])([CH3:3])[CH3:2].Cl.Cl.[CH3:27][O:28][C:29]1[CH:38]=[CH:37][C:36]2[C:31](=[CH:32][CH:33]=[CH:34][CH:35]=2)[C:30]=1[CH2:39][CH2:40][CH2:41][CH2:42][N:43]1[CH2:48][CH2:47][NH:46][CH2:45][CH2:44]1.Cl.CNC(NC)CCN=C=NCC.O.ON1C2C=CC=CC=2N=N1>CN(C)C=O.C(OCC)(=O)C.C(N(CC)CC)C>[C:1]([O:5][C:6]([N:8]1[CH2:13][CH2:12][CH:11]([CH:14]([C:15]2[CH:20]=[CH:19][C:18]([F:21])=[CH:17][CH:16]=2)[C:22]([N:46]2[CH2:45][CH2:44][N:43]([CH2:42][CH2:41][CH2:40][CH2:39][C:30]3[C:31]4[C:36](=[CH:35][CH:34]=[CH:33][CH:32]=4)[CH:37]=[CH:38][C:29]=3[O:28][CH3:27])[CH2:48][CH2:47]2)=[O:23])[CH2:10][CH2:9]1)=[O:7])([CH3:4])([CH3:2])[CH3:3] |f:1.2.3,4.5,6.7|. Procedure: 2.2 g of 1-t-Butoxycarbonyl-4-[carboxy-(4-fluorophenyl)methyl]piperidine was dissolved in 20 ml of dimethylformamide, and 2.0 g of 1-[4-(2-methoxynaphthalen-1-yl)butyl]piperazine dihydrochloride, 1.9 g of 1-(3,3-dimethylaminopropyl)-3-ethylcarbodiimide hydrochloride, 1.9 g of 1-hydroxybenzotriazole monohydrate and 3.5 ml of triethylamine were added, followed by stirring at room temperature overnight. The reaction solution was diluted with ethyl acetate and washed with a saturated aqueous sodium ... Reactants: BrCC(=O)OCC (ethyl bromoacetate), C([O-])([O-])=O.[Cs+].[Cs+] (cesium carbonate), C(C1=CC=CC=C1)OC1=CC(=C(C=C1)O)CCC1=CC=CC=C1 (4-Benzyloxy-2-phenethylphenol). Solvent: CN(C)C=O (DMF). Reaction conditions: temperature 55 celsius. The product is C(C)OC(COC1=C(C=C(C=C1)OCC1=CC=CC=C1)CCC1=CC=CC=C1)=O ((4-Benzyloxy-2-phenethylphenoxy)Acetic acid ethyl ester). Reaction SMILES: [CH2:1]([O:8][C:9]1[CH:14]=[CH:13][C:12]([OH:15])=[C:11]([CH2:16][CH2:17][C:18]2[CH:23]=[CH:22][CH:21]=[CH:20][CH:19]=2)[CH:10]=1)[C:2]1[CH:7]=[CH:6][CH:5]=[CH:4][CH:3]=1.Br[CH2:25][C:26]([O:28][CH2:29][CH3:30])=[O:27].C(=O)([O-])[O-].[Cs+].[Cs+]>CN(C=O)C>[CH2:29]([O:28][C:26](=[O:27])[CH2:25][O:15][C:12]1[CH:13]=[CH:14][C:9]([O:8][CH2:1][C:2]2[CH:3]=[CH:4][CH:5]=[CH:6][CH:7]=2)=[CH:10][C:11]=1[CH2:16][CH2:17][C:18]1[CH:23]=[CH:22][CH:21]=[CH:20][CH:19]=1)[CH3:30] |f:2.3.4|. Procedure details: 4-Benzyloxy-2-phenethylphenol (1,77 mmol) was dissolved in anhydrous DMF (4 mL), followed by the addition of ethyl bromoacetate (0.29 mL, 2.65 mmol), and cesium carbonate (0.75 g, 2.30 mmol). The mixture was then heated for 18 h (55° C.). The reaction mixture was then cooled and concentrated in vacuo. The crude residue was partitioned between ethyl acetate (70 mL) and water (40 mL). The organic layer was washed with brine, dried (Na2SO4), and removed in vacuo to give the desired product. Starting materials: CC1=C(C=O)C=CC=C1[N+](=O)[O-] (2-Methyl-3-nitrobenzaldehyde), FCC(CC(=O)OC)=O (methyl 4-fluoro-3-oxobutanoate), NC(=CC(=O)OC(C)C)C (1-methylethyl 3-amino-2-butenoate). Reaction conditions: time 2.5 hour. Product: FCC=1NC(=C(C(C1C(=O)OC)C1=C(C(=CC=C1)[N+](=O)[O-])C)C(=O)OC(C)C)C (3-Methyl 5-(1-methylethyl) 2-(fluoromethyl)-1,4-dihydro-6-methyl-4-(2-methyl-3-nitrophenyl)-3,5-pyridinedicarboxylate). Yield: 20.0%. As a reaction SMILES: [CH3:1][C:2]1[C:9]([N+:10]([O-:12])=[O:11])=[CH:8][CH:7]=[CH:6][C:3]=1[CH:4]=O.[F:13][CH2:14][C:15](=O)[CH2:16][C:17]([O:19][CH3:20])=[O:18].[NH2:22][C:23]([CH3:31])=[CH:24][C:25]([O:27][CH:28]([CH3:30])[CH3:29])=[O:26]>>[F:13][CH2:14][C:15]1[NH:22][C:23]([CH3:31])=[C:24]([C:25]([O:27][CH:28]([CH3:30])[CH3:29])=[O:26])[CH:4]([C:3]2[CH:6]=[CH:7][CH:8]=[C:9]([N+:10]([O-:12])=[O:11])[C:2]=2[CH3:1])[C:16]=1[C:17]([O:19][CH3:20])=[O:18]. Procedure: 2-Methyl-3-nitrobenzaldehyde (1.23 g, 7.5 mmoles), methyl 4-fluoro-3-oxobutanoate (1.0 g, 7.5 mmoles) and 1-methylethyl 3-amino-2-butenoate (1.07 g, 7.5 mmoles) were heated with stirring at 80° for 2.5 hours. The cooled residue was chromatographed twice on silica eluting first with ethyl acetate/petroleum ether (60°-80°) and then with ethyl acetate/methylene chloride. The title compound (0.61 g) was obtained by crystallisation from a mixture of petroleum ether (60°-80°) and 2-propanol mp 132°-13...